Dataset: the Open Reaction Database (ORD), a public repository of structured organic reaction records. Task: describe an organic reaction: reactants, conditions, products, and yield Starting materials: CC1(N2C([C@@H]([C@H]2CCO1)NC=O)=O)C ((6R,7R)-2,2-dimethyl-7-formamido-1-aza-3-oxabicyclo[4.2.0]octan-8-one), N1=C(C=CC=C1C)C (2,6-lutidine), P(=O)(Cl)(Cl)Cl (phosphorus oxychloride), ice water. Run in C(C)(=O)OCC (ethyl acetate). Run at temperature 0 celsius, time 3 hour. The product is CC1(N2C([C@@H]([C@H]2CCO1)[N+]#[C-])=O)C ((6R,7R)-2,2-dimethyl-7-isocyano-1-aza-3-oxabicyclo[4.2.0]octan-8-one). Yield: 65.4%. Reaction SMILES: [CH3:1][C:2]1([CH3:14])[O:9][CH2:8][CH2:7][C@H:6]2[N:3]1[C:4](=[O:13])[C@@H:5]2[NH:10][CH:11]=O.N1C(C)=CC=CC=1C.P(Cl)(Cl)(Cl)=O>C(OCC)(=O)C>[CH3:1][C:2]1([CH3:14])[O:9][CH2:8][CH2:7][C@H:6]2[N:3]1[C:4](=[O:13])[C@@H:5]2[N+:10]#[C-:11]. Procedure: To a solution of (6R,7R)-2,2-dimethyl-7-formamido-1-aza-3-oxabicyclo[4.2.0]octan-8-one (345 mg) were added 2,6-lutidine (2.05 ml) and phosphorus oxychloride (0.52 ml) at 0° C. After stirring for 3 hours at 0° C., the mixture was poured into a mixture of ethyl acetate (80 ml) and ice-water. The organic layer was separated, washed in turn with 10% phosphoric acid, water, brine, an aqueous mixture of sodium bicarbonate and sodium chloride (1:1), and brine, dried over magnesium sulfate, and evaporat... The reactants are C[S-], Cn1cnc2c(NCc3cccc(I)c3)nc(Cl)nc21, [Na+], CN(C)C=O. Product: CSc1nc(NCc2cccc(I)c2)c2ncn(C)c2n1. As a reaction SMILES: [CH3:21][S-:22].[Cl:1][c:2]1[n:3][c:4]([NH:12][CH2:13][c:14]2[cH:15][c:16]([I:20])[cH:17][cH:18][cH:19]2)[c:5]2[n:6][cH:7][n:8]([CH3:11])[c:9]2[n:10]1.[Na+:23].[O:24]=[CH:25][N:26]([CH3:27])[CH3:28]>>[c:2]1([S:22][CH3:21])[n:3][c:4]([NH:12][CH2:13][c:14]2[cH:15][c:16]([I:20])[cH:17][cH:18][cH:19]2)[c:5]2[n:6][cH:7][n:8]([CH3:11])[c:9]2[n:10]1. The reactants are CC(C)CC(=O)c1ccc(CNC(=O)OC(C)(C)C)cn1, ClCCl, Cl, C1COCCO1. The product is CC(C)CC(=O)c1ccc(CN)cn1. As a reaction SMILES: [C:2]([O:3][C:4](=[O:5])[NH:9][CH2:10][c:11]1[cH:12][cH:13][c:14]([C:17]([CH2:18][CH:19]([CH3:20])[CH3:21])=[O:22])[n:15][cH:16]1)([CH3:6])([CH3:7])[CH3:8].[Cl:29][CH2:30][Cl:31].[ClH:1].[O:23]1[CH2:24][CH2:25][O:26][CH2:27][CH2:28]1>>[NH2:9][CH2:10][c:11]1[cH:12][cH:13][c:14]([C:17]([CH2:18][CH:19]([CH3:20])[CH3:21])=[O:22])[n:15][cH:16]1.